This data is from the Open Reaction Database (ORD), a public repository of structured organic reaction records. The task is: describe an organic reaction: reactants, conditions, products, and yield Reactants: CC1(OC2=C(C1)C=CC=C2OCCCl)C (2,3-dihydro-2,2-dimethyl-7-(2'-chloro-ethoxy)-benzofuran), C(C)OP(OCC)OCC (triethylphosphite). Product: C(C)OP(OCC)(=O)CCOC1=CC=CC=2CC(OC21)(C)C (2-(2,3-dihydro-2,2-dimethylbenzofuran-7-yl-oxy)-ethyl-phosphonic acid diethylester). As a reaction SMILES: [CH3:1][C:2]1([CH3:15])[CH2:6][C:5]2[CH:7]=[CH:8][CH:9]=[C:10]([O:11][CH2:12][CH2:13]Cl)[C:4]=2[O:3]1.[CH2:16]([O:18][P:19]([O:23]CC)[O:20][CH2:21][CH3:22])[CH3:17]>>[CH2:16]([O:18][P:19]([CH2:13][CH2:12][O:11][C:10]1[C:4]2[O:3][C:2]([CH3:15])([CH3:1])[CH2:6][C:5]=2[CH:7]=[CH:8][CH:9]=1)(=[O:23])[O:20][CH2:21][CH3:22])[CH3:17]. Reported procedure: 68.2 g. (0.3 mole) 2,3-dihydro-2,2-dimethyl-7-(2'-chloro-ethoxy)-benzofuran (prepared according to Examples 1 or 2) and 49.86 g. (0.3 mole) triethylphosphite are stirred at 140°-146° C. for 60 hours and heated. When the reaction is completed the obtained yellowish brown oily product is purified by vacuum distillation by distilling off the volatile contaminations at 0.5 torr. The cuts are collected until 148° C. and the distillation residue is a pure product according to gas chromatographic analy...